Task: describe an organic reaction: reactants, conditions, products, and yield. Dataset: the Open Reaction Database (ORD), a public repository of structured organic reaction records The product is CON(C)C(=O)C1(C)CCc2c(C)c(O)c(C)c(C)c2O1. As a reaction SMILES: [C:19]([n:20]1[cH:21][cH:22][n:23][cH:24]1)([n:25]1[cH:26][cH:27][n:28][cH:29]1)=[O:30].[CH2:45]1[O:46][CH2:47][CH2:48][CH2:49]1.[CH3:32][NH:33][O:34][CH3:35].[CH:36]([N:37]([CH2:38][CH3:39])[CH:40]([CH3:41])[CH3:42])([CH3:43])[CH3:44].[Cl:50][CH2:51][Cl:52].[ClH:31].[OH:1][c:2]1[c:3]([CH3:18])[c:4]2[c:9]([c:10]([CH3:13])[c:11]1[CH3:12])[O:8][C:7]([C:14](=[O:15])[OH:16])([CH3:17])[CH2:6][CH2:5]2>>[OH:1][c:2]1[c:3]([CH3:18])[c:4]2[c:9]([c:10]([CH3:13])[c:11]1[CH3:12])[O:8][C:7]([C:14](=[O:16])[N:33]([CH3:32])[O:34][CH3:35])([CH3:17])[CH2:6][CH2:5]2. Starting materials: O=C(n1ccnc1)n1ccnc1, C1CCOC1, CNOC, CCN(C(C)C)C(C)C, ClCCl, Cl, Cc1c(C)c2c(c(C)c1O)CCC(C)(C(=O)O)O2. The reactants are C(C1=CC=CC=C1)OC=1C=C(C=NC1NC=1SC=C(N1)C)SCCC(=O)OC (Methyl 3-(5-(benzyloxy)-6-(4-methylthiazol-2-ylamino)pyridin-3-ylthio)propanoate), CC(C)(C)[O-].[K+] (KOtBu), Cl.ClCC1=CC=NC=C1 (4-(chloromethyl)pyridine hydrochloride), Cl (HCl). Yields the product Cl.Cl.C(C1=CC=CC=C1)OC=1C(=NC=C(C1)SCC1=CC=NC=C1)NC=1SC=C(N1)C (3-(benzyloxy)-N-(4-methylthiazol-2-yl)-5-(pyridin-4-ylmethylthio)pyridin-2-amine dihydrochloride). Yield: 57.1%. RXN SMILES: [CH2:1]([O:8][C:9]1[CH:10]=[C:11]([S:22][CH2:23][CH2:24][C:25](OC)=O)[CH:12]=[N:13][C:14]=1[NH:15][C:16]1[S:17][CH:18]=[C:19]([CH3:21])[N:20]=1)[C:2]1[CH:7]=[CH:6][CH:5]=[CH:4][CH:3]=1.CC([O-])(C)C.[K+].[ClH:35].[Cl:36]CC1C=[CH:42][N:41]=[CH:40][CH:39]=1.Cl>>[ClH:36].[ClH:35].[CH2:1]([O:8][C:9]1[C:14]([NH:15][C:16]2[S:17][CH:18]=[C:19]([CH3:21])[N:20]=2)=[N:13][CH:12]=[C:11]([S:22][CH2:23][C:24]2[CH:25]=[CH:42][N:41]=[CH:40][CH:39]=2)[CH:10]=1)[C:2]1[CH:7]=[CH:6][CH:5]=[CH:4][CH:3]=1 |f:1.2,3.4,6.7.8|. Procedure details: Methyl 3-(5-(benzyloxy)-6-(4-methylthiazol-2-ylamino)pyridin-3-ylthio)propanoate (prepared according to Example 42; 70 mg, 0.17 mmol), KOtBu (0.59 mL, 0.59 mmol) and 4-(chloromethyl)pyridine hydrochloride (27.6 mg, 0.17 mmol) were reacted according to the method of Example 43 to afford 3-(benzyloxy)-N-(4-methylthiazol-2-yl)-5-(pyridin-4-ylmethylthio)pyridin-2-amine dihydrochloride (47.9 mg, 57.6% yield) as a white solid after HCl salt formation. 1H NMR (d6-DMSO) δ 8.72 (m, 2H), 7.77 (d, 1H), 7.7... Reactants: C(Cl)Cl.CO (CH2Cl2 MeOH), FC(C(=O)O)(F)F.COC([C@](CCC1=CC(=C(C=C1)O)NC(CCCCC)=O)(C)N)=O ((R)-2-Amino-4-(3-hexanoylamino-4-hydroxy-phenyl)-2-methyl-butyric acid methyl ester trifluoro acetic acid salt), C(=O)(O)[O-].[Na+] (NaHCO3), CCOC(=O)C (AcOEt). Solvent: C1(=CC=CC=C1)C (toluene). Reaction conditions: temperature 200 celsius. Product: COC([C@](CCC=1C=CC2=C(N=C(O2)CCCCC)C1)(C)N)=O ((R)-2-Amino-2-methyl-4-(2-pentyl-benzoxazol-5-yl)-butyric acid methyl ester). RXN SMILES: FC(F)(F)C(O)=O.[CH3:8][O:9][C:10](=[O:31])[C@@:11]([NH2:30])([CH3:29])[CH2:12][CH2:13][C:14]1[CH:19]=[CH:18][C:17](O)=[C:16]([NH:21][C:22](=[O:28])[CH2:23][CH2:24][CH2:25][CH2:26][CH3:27])[CH:15]=1.CCOC(C)=O.C([O-])(O)=O.[Na+].C(Cl)Cl.CO>C1(C)C=CC=CC=1>[CH3:8][O:9][C:10](=[O:31])[C@@:11]([NH2:30])([CH3:29])[CH2:12][CH2:13][C:14]1[CH:19]=[CH:18][C:17]2[O:28][C:22]([CH2:23][CH2:24][CH2:25][CH2:26][CH3:27])=[N:21][C:16]=2[CH:15]=1 |f:0.1,3.4,5.6|. Reported procedure: A suspension of (R)-2-Amino-4-(3-hexanoylamino-4-hydroxy-phenyl)-2-methyl-butyric acid methyl ester trifluoro acetic acid salt (460 mg, 1.02 mmol) in dry toluene was heated under pressure (microwave Emrys optimizer) to 200° C. for 10 minutes. After cooling to RT the reaction mixture was distributed between AcOEt and a saturated aqueous NaHCO3 solution. Silica gel chromatography (eluent CH2Cl2/MeOH 10/1) provided the title compound as an amorphous colorless solid. 1H-NMR (DMSO-d6): 7.51 (d, J=8.3... Starting materials: BrCCBr (1.2-dibromoethane), [Mg] (magnesium), CC(C)(C)[Si](OCCCC1=CC=C(C=C1)Br)(C)C ((1.1-dimethylethyl) dimethyl [[3-(4-bromophenyl)propyl]oxy]silane). Solvent: C1CCOC1 (THF), C1CCOC1 (THF). Yields the product BrC1=CC=C(C=C1)CCCO (3-(4-bromophenyl)-propanol). Reaction SMILES: [Mg].BrCCBr.CC([Si](C)(C)[O:11][CH2:12][CH2:13][CH2:14][C:15]1[CH:20]=[CH:19][C:18]([Br:21])=[CH:17][CH:16]=1)(C)C>C1COCC1>[Br:21][C:18]1[CH:17]=[CH:16][C:15]([CH2:14][CH2:13][CH2:12][OH:11])=[CH:20][CH:19]=1. Reported procedure: To 2.67 g of magnesium (shavings) in 5 ml of THF under inert atmosphere and at ambient temperature, is added in 50 minutes at the reflux after priming to 1.2-dibromoethane, a solution of 32.9 g of (1.1-dimethylethyl) dimethyl [[3-(4-bromophenyl)propyl]oxy]silane (stage C) in 100 ml of THF and maintained 5 hours at reflux. (Heading by iodometry: 0.86M)